Dataset: the Open Reaction Database (ORD), a public repository of structured organic reaction records. Task: describe an organic reaction: reactants, conditions, products, and yield Reactants: Cc1ccccc1, O=[N+]([O-])c1ccc(Oc2ccc(C(F)(F)F)cc2Cl)cc1CO, O=S(Cl)Cl, c1ccncc1. Yields the product O=[N+]([O-])c1ccc(Oc2ccc(C(F)(F)F)cc2Cl)cc1CCl. As a reaction SMILES: [CH3:24][c:25]1[cH:26][cH:27][cH:28][cH:29][cH:30]1.[Cl:1][c:2]1[c:3]([O:4][c:5]2[cH:6][c:7]([CH2:8][OH:9])[c:10]([N+:13](=[O:14])[O-:15])[cH:11][cH:12]2)[cH:16][cH:17][c:18]([C:20]([F:21])([F:22])[F:23])[cH:19]1.[S:31]([Cl:32])([Cl:33])=[O:34].[cH:35]1[cH:36][cH:37][n:38][cH:39][cH:40]1>>[Cl:1][c:2]1[c:3]([O:4][c:5]2[cH:6][c:7]([CH2:8][Cl:33])[c:10]([N+:13](=[O:14])[O-:15])[cH:11][cH:12]2)[cH:16][cH:17][c:18]([C:20]([F:21])([F:22])[F:23])[cH:19]1. Reactants: CCc1cc(-c2ccc(F)cc2)c(OCc2ccccc2)cc1OCCCOc1cccc(O)c1CCC(=O)OC, CCCCI. The product is CCCCOc1cccc(OCCCOc2cc(OCc3ccccc3)c(-c3ccc(F)cc3)cc2CC)c1CCC(=O)OC. RXN SMILES: [CH2:1]([CH3:2])[c:3]1[c:4]([O:5][CH2:6][CH2:7][CH2:8][O:9][c:10]2[c:11]([CH2:17][CH2:18][C:19](=[O:20])[O:21][CH3:22])[c:12]([OH:16])[cH:13][cH:14][cH:15]2)[cH:23][c:24]([O:34][CH2:35][c:36]2[cH:37][cH:38][cH:39][cH:40][cH:41]2)[c:25](-[c:27]2[cH:28][cH:29][c:30]([F:33])[cH:31][cH:32]2)[cH:26]1.[CH2:42]([CH2:43][CH2:44][CH3:45])[I:46]>>[CH2:1]([CH3:2])[c:3]1[c:4]([O:5][CH2:6][CH2:7][CH2:8][O:9][c:10]2[c:11]([CH2:17][CH2:18][C:19](=[O:20])[O:21][CH3:22])[c:12]([O:16][CH2:42][CH2:43][CH2:44][CH3:45])[cH:13][cH:14][cH:15]2)[cH:23][c:24]([O:34][CH2:35][c:36]2[cH:37][cH:38][cH:39][cH:40][cH:41]2)[c:25](-[c:27]2[cH:28][cH:29][c:30]([F:33])[cH:31][cH:32]2)[cH:26]1. Starting materials: CCCN, C1CCOC1, CCOC(C)=O, CN(C)c1ccncc1, O=C(O)c1ccc(Nc2ccccc2)cc1. The product is CCCNC(=O)c1ccc(Nc2ccccc2)cc1. Reaction SMILES: [CH2:17]([CH2:18][CH3:19])[NH2:20].[CH2:36]1[O:37][CH2:38][CH2:39][CH2:40]1.[CH3:21][CH2:22][O:23][C:24](=[O:25])[CH3:26].[CH3:27][N:28]([c:29]1[cH:30][cH:31][n:32][cH:33][cH:34]1)[CH3:35].[c:1]1([NH:7][c:8]2[cH:9][cH:10][c:11]([C:12](=[O:13])[OH:14])[cH:15][cH:16]2)[cH:2][cH:3][cH:4][cH:5][cH:6]1>>[c:1]1([NH:7][c:8]2[cH:9][cH:10][c:11]([C:12](=[O:14])[NH:20][CH2:17][CH2:18][CH3:19])[cH:15][cH:16]2)[cH:2][cH:3][cH:4][cH:5][cH:6]1. Reactants: B, CC(C)(C#N)C(O)c1ccccc1F, C1CCOC1, C1CCOC1. The product is CC(C)(CN)C(O)c1ccccc1F. RXN SMILES: [BH3:20].[F:1][c:2]1[c:3]([CH:8]([C:9]([C:10]#[N:11])([CH3:12])[CH3:13])[OH:14])[cH:4][cH:5][cH:6][cH:7]1.[O:15]1[CH2:16][CH2:17][CH2:18][CH2:19]1.[O:21]1[CH2:22][CH2:23][CH2:24][CH2:25]1>>[F:1][c:2]1[c:3]([CH:8]([C:9]([CH2:10][NH2:11])([CH3:12])[CH3:13])[OH:14])[cH:4][cH:5][cH:6][cH:7]1.